From a dataset of the Open Reaction Database (ORD), a public repository of structured organic reaction records. describe an organic reaction: reactants, conditions, products, and yield The reactants are CCCC(=O)O, CC(C)(C)Cn1c(CN2CCNCC2)cc2cnc(C#N)nc21, [Cl-], [NH4+], CN(C)C=O, On1nnc2ccccc21. The product is CCCC(=O)N1CCN(Cc2cc3cnc(C#N)nc3n2CC(C)(C)C)CC1. As a reaction SMILES: [CH3:1][CH2:2][CH2:3][C:4]([OH:5])=[O:6].[CH3:7][C:8]([CH2:9][n:10]1[c:11]([CH2:21][N:22]2[CH2:23][CH2:24][NH:25][CH2:26][CH2:27]2)[cH:12][c:13]2[c:14]1[n:15][c:16]([C:19]#[N:20])[n:17][cH:18]2)([CH3:28])[CH3:29].[Cl-:40].[NH4+:41].[O:42]=[CH:43][N:44]([CH3:45])[CH3:46].[OH:30][n:31]1[c:32]2[c:33]([cH:34][cH:35][cH:36][cH:37]2)[n:38][n:39]1>>[CH3:1][CH2:2][CH2:3][C:4](=[O:6])[N:25]1[CH2:24][CH2:23][N:22]([CH2:21][c:11]2[n:10]([CH2:9][C:8]([CH3:7])([CH3:28])[CH3:29])[c:14]3[c:13]([cH:12]2)[cH:18][n:17][c:16]([C:19]#[N:20])[n:15]3)[CH2:27][CH2:26]1.